This data is from the Open Reaction Database (ORD), a public repository of structured organic reaction records. The task is: describe an organic reaction: reactants, conditions, products, and yield Reactants: C(/C1=CC=CC=C1)=C/1\C(NC2=CC=CC=C12)=O (3-E-3-benzylidene-1,3-dihydro-indol-2-one), CNCC(=O)O (N-methyl-glycine), CC(=CC=O)C (3-methyl-but-2-enal). Run in C1(=CC=CC=C1)C (toluene). The product is CN1C(C2(C(C1)C1=CC=CC=C1)C(NC1=CC=CC=C12)=O)C=C(C)C (1′-Methyl-2′-(2-Methyl-Propenyl)-4′-Phenyl-1H-Spiro[Indole-3,3′-Pyrrolidin]-2-One). Reaction SMILES: [CH:1](=[C:8]1/[C:9](=[O:17])[NH:10][C:11]2[C:16]/1=[CH:15][CH:14]=[CH:13][CH:12]=2)\[C:2]1[CH:7]=[CH:6][CH:5]=[CH:4][CH:3]=1.[CH3:18][NH:19][CH2:20]C(O)=O.[CH3:24][C:25]([CH3:29])=[CH:26][CH:27]=O>C1(C)C=CC=CC=1>[CH3:18][N:19]1[CH2:20][CH:1]([C:2]2[CH:3]=[CH:4][CH:5]=[CH:6][CH:7]=2)[C:8]2([C:16]3[C:11](=[CH:12][CH:13]=[CH:14][CH:15]=3)[NH:10][C:9]2=[O:17])[CH:27]1[CH:26]=[C:25]([CH3:29])[CH3:24]. Procedure details: A mixture of 3-E-3-benzylidene-1,3-dihydro-indol-2-one (10.0 mmol), N-methyl-glycine (14 mmol) and 3-methyl-but-2-enal (14 mmol) in 100 mL toluene was refluxed for 6 hours. The solvent was removed and the residue was purified on silica gel column to yield the product. The reactants are COC(C(CC1CCCC1)C1=CC=C(C=C1)I)=O (3-cyclopentyl-2-(4-iodo-phenyl)-propionic acid methyl ester), C(C#C)OC (methyl propargyl ether). The reagents and catalysts are C1=CC=C(C=C1)P(C2=CC=CC=C2)C3=CC=CC=C3.C1=CC=C(C=C1)P(C2=CC=CC=C2)C3=CC=CC=C3.Cl[Pd]Cl (bis(triphenylphosphine)palladium (II) chloride), [I-] (iodide), C(C)N(CC)CC (triethylamine). Solvent: CN(C=O)C (N,N-dimethylformamide). Reaction conditions: temperature 70 celsius. Yields the product hexanes ethyl acetate, COC(C(CC1CCCC1)C1=CC=C(C=C1)C#CCOC)=O (3-cyclopentyl-2-[4-(3-methoxy-prop-1-ynyl)-phenyl]-propionic acid methyl ester). Isolated yield 83.7%. RXN SMILES: [CH3:1][O:2][C:3](=[O:18])[CH:4]([C:11]1[CH:16]=[CH:15][C:14](I)=[CH:13][CH:12]=1)[CH2:5][CH:6]1[CH2:10][CH2:9][CH2:8][CH2:7]1.[CH2:19]([O:22][CH3:23])[C:20]#[CH:21]>CN(C)C=O.C1C=CC(P(C2C=CC=CC=2)C2C=CC=CC=2)=CC=1.C1C=CC(P(C2C=CC=CC=2)C2C=CC=CC=2)=CC=1.Cl[Pd]Cl.C(N(CC)CC)C.[I-]>[CH3:1][O:2][C:3](=[O:18])[CH:4]([C:11]1[CH:16]=[CH:15][C:14]([C:21]#[C:20][CH2:19][O:22][CH3:23])=[CH:13][CH:12]=1)[CH2:5][CH:6]1[CH2:10][CH2:9][CH2:8][CH2:7]1 |f:3.4.5|. Procedure details: A solution of 3-cyclopentyl-2-(4-iodo-phenyl)-propionic acid methyl ester (716 mg, 2.0 mmol) and triethylamine (2 mL, 0.01 mmol) in N,N-dimethylformamide (2 mL) was treated with methyl propargyl ether (0.71 mL, 5.0 mmol). The resulting reaction mixture was degassed with argon and then treated with cooper iodide (10 mg, 0.05 mmol) and bis(triphenylphosphine)palladium (II) chloride (15 mg, 0.02 mmol). The reaction was then heated at 70° C. for 24 h. At this time, the reaction was cooled to 25° C. ... Reactants: c1cc(ccc1Cn2c3c(cc(cc3Br)F)c4c2[C@H](CC4)CC(=O)O)Cl, C1CCNCC1. Reagents/catalysts: [O-]P(=O)([O-])[O-].[K+].[K+].[K+], [Cu]I, Cc1cccc(c1NC(=O)C(=O)O)C. Solvent: CS(=O)C, CS(=O)C. Run at temperature 80 celsius, time 18 hour. The product is c1cc(ccc1Cn2c3c(cc(cc3N4CCCCC4)F)c5c2[C@H](CC5)CC(=O)O)Cl. Isolated yield 0.0%. Reactants: O=C1Cc2ccccc2N1C1CCN(Cc2ccccc2)CC1, CO, [OH-], [OH-], [Pd+2]. The product is O=C1Cc2ccccc2N1C1CCNCC1. RXN SMILES: [CH2:1]([c:2]1[cH:3][cH:4][cH:5][cH:6][cH:7]1)[N:8]1[CH2:9][CH2:10][CH:11]([N:14]2[C:15](=[O:23])[CH2:16][c:17]3[cH:18][cH:19][cH:20][cH:21][c:22]32)[CH2:12][CH2:13]1.[CH3:27][OH:28].[OH-:24].[OH-:26].[Pd+2:25]>>[NH:8]1[CH2:9][CH2:10][CH:11]([N:14]2[C:15](=[O:23])[CH2:16][c:17]3[cH:18][cH:19][cH:20][cH:21][c:22]32)[CH2:12][CH2:13]1. Yields the product OC(C)(C)C1=CC=C(C(=O)NC2=NC=3N(C(=C2)N2C[C@@H](CCC2)C(=O)NC)N=C(C3)C)C=C1 ((R)-1-(5-(4-(2-hydroxypropan-2-yl)benzamido)-2-methylpyrazolo[1,5-a]pyrimidin-7-yl)-N-methylpiperidine-3-carboxamide). The reagents and catalysts are CS(=O)C (DMSO). The yield is 12.6%. The solvent is CN1CCCC1=O (NMP), CO (methanol). The reactants are ClC1=CC(=NC=2N1N=C(C2)C)NC(C2=CC=C(C=C2)C(C)(C)O)=O (N-(7-chloro-2-methylpyrazolo[1,5-a]pyrimidin-5-yl)-4-(2-hydroxypropan-2-yl)benzamide), CNC(=O)[C@H]1CNCCC1 ((R)-N-methylpiperidine-3-carboxamide). RXN SMILES: Cl[C:2]1[N:7]2[N:8]=[C:9]([CH3:11])[CH:10]=[C:6]2[N:5]=[C:4]([NH:12][C:13](=[O:24])[C:14]2[CH:19]=[CH:18][C:17]([C:20]([OH:23])([CH3:22])[CH3:21])=[CH:16][CH:15]=2)[CH:3]=1.[CH3:25][NH:26][C:27]([C@@H:29]1[CH2:34][CH2:33][CH2:32][NH:31][CH2:30]1)=[O:28]>CN1C(=O)CCC1.CS(C)=O.CO>[OH:23][C:20]([C:17]1[CH:18]=[CH:19][C:14]([C:13]([NH:12][C:4]2[CH:3]=[C:2]([N:31]3[CH2:32][CH2:33][CH2:34][C@@H:29]([C:27]([NH:26][CH3:25])=[O:28])[CH2:30]3)[N:7]3[N:8]=[C:9]([CH3:11])[CH:10]=[C:6]3[N:5]=2)=[O:24])=[CH:15][CH:16]=1)([CH3:22])[CH3:21]. Reported procedure: A solution of N-(7-chloro-2-methylpyrazolo[1,5-a]pyrimidin-5-yl)-4-(2-hydroxypropan-2-yl)benzamide (2F, 76 mg, 0.220 mmol) and (R)-N-methylpiperidine-3-carboxamide (62.7 mg, 0.441 mmol) in NMP (1.1 mL) was stirred at 100° C. for 3 h. After cooling to room temperature, the mixture was diluted with a few drops of DMSO and methanol, and was then purified by preparatory HPLC (30-30% MeCN/H2O gradient+0.01% TFA). Lyophilization of the combined fractions gave the titled compound as a white solid (12.5...